This data is from the Open Reaction Database (ORD), a public repository of structured organic reaction records. The task is: describe an organic reaction: reactants, conditions, products, and yield Starting materials: [OH-].[Na+] (NaOH), IC1=CC2=C(N(C(C3=C(N=CC=C23)C)=O)C)C=C1OC[C@H](CC(C)C)NC(OC(C)(C)C)=O ((S)-tert-butyl (1-((9-iodo-4,6-dimethyl-5-oxo-5,6-dihydrobenzo[c][2,7]naphthyridin-8-yl)oxy)-4-methylpentan-2-yl)carbamate), [Na] (sodium), N1[C@H](C(=O)O)CCC1 (L-proline), CS(=O)O (methanesulfinic acid). Reagents/catalysts: [Cu]I (copper(I) iodide). The solvent is CS(=O)C (DMSO). Reaction conditions: temperature 100 celsius. The product is CC=1N=CC=C2C3=C(N(C(C12)=O)C)C=C(C(=C3)S(=O)(=O)C)OC[C@H](CC(C)C)NC(OC(C)(C)C)=O ((S)-tert-butyl 1-(4,6-dimethyl-9-(methylsulfonyl)-5-oxo-5,6-dihydrobenzo[c][2,7]naphthyridin-8-yloxy)-4-methylpentan-2-ylcarbamate). The yield is 24.0%. Reaction SMILES: I[C:2]1[C:18]([O:19][CH2:20][C@@H:21]([NH:26][C:27](=[O:33])[O:28][C:29]([CH3:32])([CH3:31])[CH3:30])[CH2:22][CH:23]([CH3:25])[CH3:24])=[CH:17][C:5]2[N:6]([CH3:16])[C:7](=[O:15])[C:8]3[C:13]([C:4]=2[CH:3]=1)=[CH:12][CH:11]=[N:10][C:9]=3[CH3:14].N1CCC[C@H]1C(O)=O.[CH3:42][S:43]([OH:45])=[O:44].[Na].[OH-].[Na+]>CS(C)=O.[Cu]I>[CH3:14][C:9]1[N:10]=[CH:11][CH:12]=[C:13]2[C:8]=1[C:7](=[O:15])[N:6]([CH3:16])[C:5]1[CH:17]=[C:18]([O:19][CH2:20][C@@H:21]([NH:26][C:27](=[O:33])[O:28][C:29]([CH3:31])([CH3:30])[CH3:32])[CH2:22][CH:23]([CH3:24])[CH3:25])[C:2]([S:43]([CH3:42])(=[O:45])=[O:44])=[CH:3][C:4]2=1 |f:4.5,^1:45|. Procedure: (S)-tert-butyl (1-((9-iodo-4,6-dimethyl-5-oxo-5,6-dihydrobenzo[c][2,7]naphthyridin-8-yl)oxy)-4-methylpentan-2-yl)carbamate (100 mg, 0.177 mmol), L-proline (20.36 mg, 0.177 mmol), methanesulfinic acid, sodium salt (181 mg, 1.769 mmol), NaOH (11.32 mg, 0.283 mmol) and copper(I) iodide (33.7 mg, 0.177 mmol) were taken up in DMSO (5 mL) and purged with nitrogen gas for 5 min. The resultant mixture was sealed in a microwave tube and heated at 100° C. in a microwave for 2.5 h. The reaction mixture was... The reactants are BrCC1CCOCC1 (4-bromomethyl tetrahydropyran), C(C)(=S)[O-].[K+] (potassium thioacetate), C(C)OCC (Diethyl ether). Run in CN(C)C=O (DMF). Conditions: time 3 hour. The product is O1CCC(CC1)CSC(C)=O (thioacetic acid S-(tetrahydro-pyran-4-ylmethyl)ester). The yield is 86.1%. As a reaction SMILES: Br[CH2:2][CH:3]1[CH2:8][CH2:7][O:6][CH2:5][CH2:4]1.[C:9]([O-:12])(=[S:11])[CH3:10].[K+].C(OCC)C>CN(C=O)C>[O:6]1[CH2:7][CH2:8][CH:3]([CH2:2][S:11][C:9](=[O:12])[CH3:10])[CH2:4][CH2:5]1 |f:1.2|. Reported procedure: To a solution of 0.97 g (5.4 mmol) of 4-bromomethyl tetrahydropyran in DMF (9.7 mL) were added 1.27 g (11.2 mmol) of potassium thioacetate. The reaction was stirred at room temperature for 3 h. Diethyl ether (100 mL) was added and the reaction mixture was washed with saturated aqueous NaHCO3 solution (2×25 mL) and brine (25 mL). The organic layer was dried over Na2SO4, filtered and concentrated under reduced pressure. The residue was purified by column chromatography (silica, eluent: heptanes, 1... Reactants: OC1=C(C=C(C=C1C(C)(C)C)C)N1N=C2C(=N1)C=CC(=C2)Cl (2-(2′-Hydroxy-3′-tert-butyl-5′-methylphenyl)-5-chlorobenzotriazole), N(CCO)CCO (diethanol amine). Run in CC(=O)C (acetone). Conditions: temperature 80 celsius, time 6 hour. The product is OC1=C(C=C(C=C1C(C)(C)C)CN(CCO)CCO)N1N=C2C(=N1)C=CC(=C2)Cl (2-(2′-Hydroxy-3′-tert-butyl-5′-(bis(2-hydroxyethyl)aminomethyl)phenyl)-5-chlorobenzotriazole). Reaction SMILES: [OH:1][C:2]1[C:7]([C:8]([CH3:11])([CH3:10])[CH3:9])=[CH:6][C:5]([CH3:12])=[CH:4][C:3]=1[N:13]1[N:17]=[C:16]2[CH:18]=[CH:19][C:20]([Cl:22])=[CH:21][C:15]2=[N:14]1.[NH:23]([CH2:27][CH2:28][OH:29])[CH2:24][CH2:25][OH:26]>CC(C)=O>[OH:1][C:2]1[C:7]([C:8]([CH3:9])([CH3:11])[CH3:10])=[CH:6][C:5]([CH2:12][N:23]([CH2:27][CH2:28][OH:29])[CH2:24][CH2:25][OH:26])=[CH:4][C:3]=1[N:13]1[N:17]=[C:16]2[CH:18]=[CH:19][C:20]([Cl:22])=[CH:21][C:15]2=[N:14]1. Procedure: 2-(2′-Hydroxy-3′-tert-butyl-5′-methylphenyl)-5-chlorobenzotriazole (3.95 g, 0.01 mole), diethanol amine (3.14 g, 0.03 mole) were dissolved in 100 mL of acetone. The reaction mixture was refluxed with constant stirring at 80° C. for 6 h. The solvent was then removed by rotary evaporation. Crude product was purified using silica gel column chromatography. Product was identified by 1H-NMR. Reactants: O=C([O-])[O-], CC(=O)Nc1ncc(Br)s1, CN(C)C=O, [K+], [K+], Nc1ccnc(S)n1. The product is CC(=O)Nc1ncc(Sc2nccc(N)n2)s1. RXN SMILES: [C:19](=[O:20])([O-:21])[O-:22].[C:1]([CH3:2])(=[O:3])[NH:4][c:5]1[s:6][c:7]([Br:10])[cH:8][n:9]1.[CH3:25][N:26]([CH3:27])[CH:28]=[O:29].[K+:23].[K+:24].[NH2:11][c:12]1[n:13][c:14]([SH:18])[n:15][cH:16][cH:17]1>>[C:1]([CH3:2])(=[O:3])[NH:4][c:5]1[s:6][c:7]([S:18][c:14]2[n:13][c:12]([NH2:11])[cH:17][cH:16][n:15]2)[cH:8][n:9]1. Reactants: COC=1C(=C(CC=2C=CC(=C(C(=O)OC)C2)OCC2=CC=NC=C2)C(=C(C1OC)OC)OC)C (Methyl 5-(3,4,5,6-tetramethoxy-2-methylbenzyl)-2-(4-pyridylmethyloxy)benzoate), Cl (hydrochloric acid). Run in O (water), [OH-].[Na+] (NaOH), O1CCOCC1 (1,4-dioxane). Conditions: time 6 hour. Product: COC=1C(=C(CC=2C=CC(=C(C(=O)O)C2)OCC2=CC=NC=C2)C(=C(C1OC)OC)OC)C (5-(3,4,5,6-Tetramethoxy-2-methylbenzyl)-2-(4-pyridylmethyloxy)benzoic acid). Isolated yield 85.9%. Reaction SMILES: [CH3:1][O:2][C:3]1[C:4]([CH3:34])=[C:5]([C:25]([O:32][CH3:33])=[C:26]([O:30][CH3:31])[C:27]=1[O:28][CH3:29])[CH2:6][C:7]1[CH:8]=[CH:9][C:10]([O:17][CH2:18][C:19]2[CH:24]=[CH:23][N:22]=[CH:21][CH:20]=2)=[C:11]([CH:16]=1)[C:12]([O:14]C)=[O:13].Cl>[OH-].[Na+].O1CCOCC1.O>[CH3:1][O:2][C:3]1[C:4]([CH3:34])=[C:5]([C:25]([O:32][CH3:33])=[C:26]([O:30][CH3:31])[C:27]=1[O:28][CH3:29])[CH2:6][C:7]1[CH:8]=[CH:9][C:10]([O:17][CH2:18][C:19]2[CH:20]=[CH:21][N:22]=[CH:23][CH:24]=2)=[C:11]([CH:16]=1)[C:12]([OH:14])=[O:13] |f:2.3|. Procedure details: Methyl 5-(3,4,5,6-tetramethoxy-2-methylbenzyl)-2-(4-pyridylmethyloxy)benzoate (0.600 g, 1.28 mmol) was dissolved in a mixed solution of an aqueous 1N NaOH solution (3 ml) and 1,4-dioxane (3 ml) and the resulting solution was stirred at room temperature for 6 hours. The reaction solution was diluted with water, rendered acidic with concentrated hydrochloric acid and then extracted with ether. The extract was washed with water and then dried, and the solvent was removed by distillation. The obtain... Starting materials: [I-].C[S+](=O)(C)C (trimethylsulfoxonium iodide), [H-].[Na+] (sodium hydride), C(C)OC(C=CC=1C=NC(=CC1)C1=CC=C(C=C1)F)=O (3-[6-(4-fluoro-phenyl)-pyridin-3-yl]-acrylic acid ethyl ester). Run in CS(=O)C (dimethyl sulfoxide). Conditions: time 15 minute. Yields the product C(C)OC(=O)[C@H]1[C@@H](C1)C=1C=NC(=CC1)C1=CC=C(C=C1)F (trans-2-[6-(4-Fluoro-phenyl)-pyridin-3-yl]-cyclopropanecarboxylic acid ethyl ester). Reaction SMILES: [I-].[CH3:2][S+](C)(C)=O.[H-].[Na+].[CH2:9]([O:11][C:12](=[O:28])[CH:13]=[CH:14][C:15]1[CH:16]=[N:17][C:18]([C:21]2[CH:26]=[CH:25][C:24]([F:27])=[CH:23][CH:22]=2)=[CH:19][CH:20]=1)[CH3:10]>CS(C)=O>[CH2:9]([O:11][C:12]([C@@H:13]1[CH2:2][C@H:14]1[C:15]1[CH:16]=[N:17][C:18]([C:21]2[CH:22]=[CH:23][C:24]([F:27])=[CH:25][CH:26]=2)=[CH:19][CH:20]=1)=[O:28])[CH3:10] |f:0.1,2.3|. Procedure: 100 ml of dry dimethyl sulfoxide were added slowly to a mixture of 9.30 g (42.3 mmol) of trimethylsulfoxonium iodide and 976 mg (40.1 mmol) of sodium hydride. The mixture was stirred at room temperature for 15 min, and then 8.5 g (31.3 mmol) of 3-[6-(4-fluoro-phenyl)-pyridin-3-yl]-acrylic acid ethyl ester were added. The reaction mixture was stirred at room temperature for 18 h and then poured onto ice/water and extracted with ethyl acetate. The combined organic phases were dried and evaporated....